This data is from the Open Reaction Database (ORD), a public repository of structured organic reaction records. The task is: describe an organic reaction: reactants, conditions, products, and yield Reactants: [OH-].[Na+] (NaOH), C(=O)(O)COCC#CC1=CC=C(C=C1)C#CCOCC(=O)OC (methyl {3-[4-(3-carboxymethoxyprop-1-ynyl)phenyl]prop-2-ynyloxy)acetate), Cl (HCl). Solvent: CO (methanol). Conditions: time 2 hour. Product: C(=O)(O)COCC#CC1=CC=C(C=C1)C#CCOCC(=O)O ({3-[4-(3-Carboxymethoxyprop-1-ynyl)phenyl]prop-2-ynyloxy}acetic acid). The yield is 91.9%. RXN SMILES: [OH-].[Na+].[C:3]([CH2:6][O:7][CH2:8][C:9]#[C:10][C:11]1[CH:16]=[CH:15][C:14]([C:17]#[C:18][CH2:19][O:20][CH2:21][C:22]([O:24]C)=[O:23])=[CH:13][CH:12]=1)([OH:5])=[O:4].Cl>CO>[C:22]([CH2:21][O:20][CH2:19][C:18]#[C:17][C:14]1[CH:13]=[CH:12][C:11]([C:10]#[C:9][CH2:8][O:7][CH2:6][C:3]([OH:5])=[O:4])=[CH:16][CH:15]=1)([OH:24])=[O:23] |f:0.1|. Reported procedure: An aqueous 2 N NaOH solution (10 ml) is added dropwise to a solution of methyl {3-[4-(3-carboxymethoxyprop-1-ynyl)phenyl]prop-2-ynyloxy)acetate (A31; 0.88 g, 2.7 mmol) in methanol (50 ml), and the mixture is stirred at RT for 2 h. The pH of the reaction solution is then adjusted to pH 2 using an aqueous 2 N HCl solution. The solution is extracted with ethyl acetate (30 ml, 2×) and washed with a saturated NaCl solution (30 ml). The combined organic phases are dried over MgSO4, filtered off and co... Reactants: O=C([O-])[O-], OCCBr, CN(C)C=O, Fc1ccc(N2CCNCC2)cc1, [K+], [K+], O. Product: OCCN1CCN(c2ccc(F)cc2)CC1. Reaction SMILES: [C:14](=[O:15])([O-:16])[O-:17].[CH2:25]([CH2:26][OH:27])[Br:28].[CH3:20][N:21]([CH3:22])[CH:23]=[O:24].[F:1][c:2]1[cH:3][cH:4][c:5]([N:8]2[CH2:9][CH2:10][NH:11][CH2:12][CH2:13]2)[cH:6][cH:7]1.[K+:18].[K+:19].[OH2:29]>>[F:1][c:2]1[cH:3][cH:4][c:5]([N:8]2[CH2:9][CH2:10][N:11]([CH2:25][CH2:26][OH:27])[CH2:12][CH2:13]2)[cH:6][cH:7]1. Reactants: C(C)(=O)NC=1C=CC=C2CCC(CC12)OC(C)=O (acetic acid 8-acetylamino-1,2,3,4-tetrahydronaphthalen-2-yl ester), BrBr (bromine). Run in C(C)(=O)O (acetic acid). Run at time 18 hour. Yields the product C(C)(=O)NC=1C=CC(=C2CCC(CC12)OC(C)=O)Br (acetic acid 8-acetylamino-5-bromo-1,2,3,4-tetrahydronaphthalen-2-yl ester). Isolated yield 95.0%. RXN SMILES: [C:1]([NH:4][C:5]1[CH:6]=[CH:7][CH:8]=[C:9]2[C:14]=1[CH2:13][CH:12]([O:15][C:16](=[O:18])[CH3:17])[CH2:11][CH2:10]2)(=[O:3])[CH3:2].[Br:19]Br>C(O)(=O)C>[C:1]([NH:4][C:5]1[CH:6]=[CH:7][C:8]([Br:19])=[C:9]2[C:14]=1[CH2:13][CH:12]([O:15][C:16](=[O:18])[CH3:17])[CH2:11][CH2:10]2)(=[O:3])[CH3:2]. Reported procedure: A mixture of acetic acid 8-acetylamino-1,2,3,4-tetrahydronaphthalen-2-yl ester (2.2 g, 8.9 mmol) and bromine (1.7 g, 10.7 mmol) in 50 mL of acetic acid was stirred at room temperature for 18 h. The solvent was removed by rotoevaporation, and the residue was taken up in an diethyl ether/water mixture. The resulting solid was collected by filtration, and washed with diethyl ether. After drying the product (2.75 g) was obtained in 95% yield. Reactants: Cc1ccc(C2CNCCC2N(C)C(=O)c2cc(Br)cc(C(F)(F)F)c2)cc1, CC(=O)N1CCC(C(=O)O)CC1, Cl. Product: CC(=O)N1CCC(C(=O)N2CCC(N(C)C(=O)c3cc(Br)cc(C(F)(F)F)c3)C(c3ccc(C)cc3)C2)CC1. RXN SMILES: [Br:2][c:3]1[cH:4][c:5]([C:6](=[O:7])[N:8]([CH:9]2[CH:10]([c:15]3[cH:16][cH:17][c:18]([CH3:21])[cH:19][cH:20]3)[CH2:11][NH:12][CH2:13][CH2:14]2)[CH3:22])[cH:23][c:24]([C:26]([F:27])([F:28])[F:29])[cH:25]1.[C:30]([CH3:31])(=[O:32])[N:33]1[CH2:34][CH2:35][CH:36]([C:39](=[O:40])[OH:41])[CH2:37][CH2:38]1.[ClH:1]>>[Br:2][c:3]1[cH:4][c:5]([C:6](=[O:7])[N:8]([CH:9]2[CH:10]([c:15]3[cH:16][cH:17][c:18]([CH3:21])[cH:19][cH:20]3)[CH2:11][N:12]([C:39]([CH:36]3[CH2:35][CH2:34][N:33]([C:30]([CH3:31])=[O:32])[CH2:38][CH2:37]3)=[O:40])[CH2:13][CH2:14]2)[CH3:22])[cH:23][c:24]([C:26]([F:27])([F:28])[F:29])[cH:25]1. Starting materials: CCCCn1ccc2c(C#N)cc(C(=O)OC)cc21, CO, Cl, [Na+], [OH-]. The product is CCCCn1ccc2c(C#N)cc(C(=O)O)cc21. Reaction SMILES: [CH2:1]([CH2:2][CH2:3][CH3:4])[n:5]1[cH:6][cH:7][c:8]2[c:9]([C:18]#[N:19])[cH:10][c:11]([C:14](=[O:15])[O:16][CH3:17])[cH:12][c:13]12.[CH3:23][OH:24].[ClH:22].[Na+:21].[OH-:20]>>[CH2:1]([CH2:2][CH2:3][CH3:4])[n:5]1[cH:6][cH:7][c:8]2[c:9]([C:18]#[N:19])[cH:10][c:11]([C:14](=[O:15])[OH:16])[cH:12][c:13]12.